Dataset: the Open Reaction Database (ORD), a public repository of structured organic reaction records. Task: describe an organic reaction: reactants, conditions, products, and yield The reactants are Cl (Hydrogen chloride), ClC1=C(N)C=CC=C1 (2-chloroaniline). Run in C(C)O (ethanol). Yields the product Cl.ClC1=C(N)C=CC=C1 (2-Chloroaniline hydrochloride). As a reaction SMILES: Cl.[Cl:2][C:3]1[CH:9]=[CH:8][CH:7]=[CH:6][C:4]=1[NH2:5]>C(O)C>[ClH:2].[Cl:2][C:3]1[CH:9]=[CH:8][CH:7]=[CH:6][C:4]=1[NH2:5] |f:3.4|. Reported procedure: Hydrogen chloride (HCl (gas)) was slowly bubbled through a cold (0° C.) solution of 2-chloroaniline (4.10 ml, 39 mmol) in 50 ml of ethanol (EtOH), resulting in the formation of a white precipitate which was isolated by filtration. Starting materials: [H-].[Na+] (Sodium hydride), CO (methanol), O1CCCC1 (tetrahydrofuran), BrC=1C=CC(=NC1Cl)C#N (5-bromo-6-chloropyridine-2-carbonitrile), O1CCCC1 (tetrahydrofuran). Reaction conditions: time 55 minute. The product is BrC=1C=CC(=NC1OC)C(OC)=N (methyl 5-bromo-6-methoxypyridine-2-carboximidoate). Reaction SMILES: [H-].[Na+].[CH3:3][OH:4].[Br:5][C:6]1[CH:7]=[CH:8][C:9]([C:13]#[N:14])=[N:10][C:11]=1Cl.[O:15]1[CH2:19]CCC1>>[Br:5][C:6]1[CH:7]=[CH:8][C:9]([C:13](=[NH:14])[O:15][CH3:19])=[N:10][C:11]=1[O:4][CH3:3] |f:0.1|. Procedure details: Sodium hydride (60% dispersion in mineral oil, 3.57 g, 93.8 mmol) was added portion-wise over a 20 minute period to a stirred solution of methanol (7.1 mL) in tetrahydrofuran (123 mL) under argon; the reaction was then stirred for an additional 55 minutes. A solution of 5-bromo-6-chloropyridine-2-carbonitrile (C28) (8.16 g, 37.5 mmol) in tetrahydrofuran (71 mL) was then added drop-wise and the reaction mixture was stirred for 18 hours. After being quenched with saturated aqueous ammonium chlorid... Reaction SMILES: [CH3:1][O:2][C:3]1[CH:4]=[C:5]([CH:8]=[CH:9][C:10]=1[O:11][CH3:12])[CH2:6][NH2:7].[Cl:13][C:14]1[N:15]=[C:16](Cl)[C:17]2[C:22]([Cl:23])=[C:21]([CH3:24])[S:20][C:18]=2[N:19]=1>>[Cl:13][C:14]1[N:15]=[C:16]([NH:7][CH2:6][C:5]2[CH:8]=[CH:9][C:10]([O:11][CH3:12])=[C:3]([O:2][CH3:1])[CH:4]=2)[C:17]2[C:22]([Cl:23])=[C:21]([CH3:24])[S:20][C:18]=2[N:19]=1. Procedure details: Following the procedure of Example 1, the reaction of 3,4-dimethoxybenzylamine with 2,4,5-trichloro-6-methyl-thieno-[2,3-d]-pyrimidine yields 2,5-dichloro-6-methyl-4-(3,4-dimethoxybenzylamino)-thieno-[2,3-d]-pyrimidine. The reactants are COC=1C=C(CN)C=CC1OC (3,4-dimethoxybenzylamine), ClC=1N=C(C2=C(N1)SC(=C2Cl)C)Cl (2,4,5-trichloro-6-methyl-thieno-[2,3-d]-pyrimidine). Product: ClC=1N=C(C2=C(N1)SC(=C2Cl)C)NCC2=CC(=C(C=C2)OC)OC (2,5-dichloro-6-methyl-4-(3,4-dimethoxybenzylamino)-thieno-[2,3-d]-pyrimidine). Reactants: CON=C(CC(=O)NC(Cc1cc(Cl)c(NC(C)=O)c(Cl)c1)=NC(=O)OC(C)(C)C)c1ccc(OC)cc1, ClCCl, O=C(O)C(F)(F)F. Product: CON=C(CC(=O)N=C(N)Cc1cc(Cl)c(NC(C)=O)c(Cl)c1)c1ccc(OC)cc1, O=C(O)C(F)(F)F. Reaction SMILES: [C:1]([CH3:2])(=[O:3])[NH:4][c:5]1[c:6]([Cl:38])[cH:7][c:8]([CH2:12][C:13]([NH:14][C:15]([CH2:16][C:17]([c:18]2[cH:19][cH:20][c:21]([O:24][CH3:25])[cH:22][cH:23]2)=[N:26][O:27][CH3:28])=[O:29])=[N:30][C:31](=[O:32])[O:33][C:34]([CH3:35])([CH3:36])[CH3:37])[cH:9][c:10]1[Cl:11].[Cl:46][CH2:47][Cl:48].[F:39][C:40]([C:41](=[O:42])[OH:43])([F:44])[F:45]>>[C:1]([CH3:2])(=[O:3])[NH:4][c:5]1[c:6]([Cl:38])[cH:7][c:8]([CH2:12][C:13](=[N:14][C:15]([CH2:16][C:17]([c:18]2[cH:19][cH:20][c:21]([O:24][CH3:25])[cH:22][cH:23]2)=[N:26][O:27][CH3:28])=[O:29])[NH2:30])[cH:9][c:10]1[Cl:11].[F:39][C:40]([C:41](=[O:42])[OH:43])([F:44])[F:45]. The reactants are Grignard reagent, C(C)OC1=C(C=CC(=C1)F)Br (2-ethoxy-4-fluorophenyl bromide), [Mg] (magnesium), II (iodine), C1CCOC1 (THF), Grignard reagent, Grignard reagent, ClC1=CC2=C(N=C(OC2=O)C)C=C1 (6-chloro-2-methyl-4H-benzo[d][1,3]oxazin-4-one), C1CCOC1 (THF). Run at temperature -20 celsius. Product: ClC1=CC(=C(C=C1)NC(C)=O)C(C1=C(C=CC(=C1)F)OCC)=O (N-(4-chloro-2-(2-ethoxy-5-fluorobenzoyl)phenyl)acetamide). Isolated yield 58.0%. RXN SMILES: C(OC1[CH:9]=[C:8]([F:10])[CH:7]=[CH:6]C=1Br)C.[Mg].II.[Cl:15][C:16]1[CH:27]=[CH:26][C:19]2[N:20]=[C:21]([CH3:25])[O:22][C:23](=[O:24])[C:18]=2[CH:17]=1.[CH2:28]1[CH2:32][O:31][CH2:30][CH2:29]1>>[Cl:15][C:16]1[CH:27]=[CH:26][C:19]([NH:20][C:21](=[O:22])[CH3:25])=[C:18]([C:23](=[O:24])[C:6]2[CH:7]=[C:8]([F:10])[CH:9]=[CH:29][C:30]=2[O:31][CH2:32][CH3:28])[CH:17]=1. Procedure: Making Grignard reagent: A solution of 2-ethoxy-4-fluorophenyl bromide (30 g, 138 mmol) in THF (140 ml) was added dropwisely into a stirred mixture of magnesium flake and catalytically amount of iodine under nitrogen. The result mixture was heated to reflux for 15 minutes and cooled to room temperature (Grignard reagent). In a separated flask, 6-chloro-2-methyl-4H-benzo[d][1,3]oxazin-4-one (25 g, 128 mmole) was dissolved into THF (200 ml) and stirred under nitrogen. The Grignard reagent was tran... Procedure details: Indazol-6-ol (4.029 g) that can be produced by the method described in Reference Example 21 or the like, was dissolved in dehydrated DMF (60 mL; manufactured by Kanto Chemical Co., Inc.), and imidazole (4.49 g; manufactured by Tokyo Chemical Industry Co., Ltd.) and TBDPSCl (17.1 mL; manufactured by Tokyo Chemical Industry Co., Ltd.) were added to the solution. The mixture was stirred overnight at room temperature. The reaction solution was poured into water, and the mixture was extracted three t... The reactants are CN(C)C=O (DMF), N1C=NC=C1 (imidazole), CC(C)(C)[Si](C1=CC=CC=C1)(C2=CC=CC=C2)Cl (TBDPSCl), O (water). Run at time 8 hour. As a reaction SMILES: [NH:1]1[CH:5]=[CH:4]N=C1.[CH3:6][C:7]([Si:10](Cl)([C:17]1[CH:22]=[CH:21][CH:20]=[CH:19][CH:18]=1)[C:11]1[CH:16]=[CH:15][CH:14]=[CH:13][CH:12]=1)([CH3:9])[CH3:8].[OH2:24].C[N:26]([CH:28]=O)C>>[Si:10]([O:24][C:16]1[CH:4]=[C:5]2[C:13]([CH:28]=[N:26][NH:1]2)=[CH:12][CH:11]=1)([C:7]([CH3:9])([CH3:8])[CH3:6])([C:17]1[CH:22]=[CH:21][CH:20]=[CH:19][CH:18]=1)[C:11]1[CH:16]=[CH:15][CH:14]=[CH:13][CH:12]=1. Yields the product [Si](C1=CC=CC=C1)(C1=CC=CC=C1)(C(C)(C)C)OC1=CC=C2C=NNC2=C1 (6-Tert-butyldiphenylsilyloxyindazole).